This data is from the Open Reaction Database (ORD), a public repository of structured organic reaction records. The task is: describe an organic reaction: reactants, conditions, products, and yield The reactants are O=C1CN=C(c2ccccc2)c2ccc(Br)cc2N1, CI, [H-], [Na+], CN(C)C=O. Yields the product CN1C(=O)CN=C(c2ccccc2)c2ccc(Br)cc21. As a reaction SMILES: [Br:1][c:2]1[cH:3][cH:4][c:5]2[c:6]([cH:19]1)[NH:7][C:8](=[O:18])[CH2:9][N:10]=[C:11]2[c:12]1[cH:13][cH:14][cH:15][cH:16][cH:17]1.[CH3:22][I:23].[H-:20].[Na+:21].[O:24]=[CH:25][N:26]([CH3:27])[CH3:28]>>[Br:1][c:2]1[cH:3][cH:4][c:5]2[c:6]([cH:19]1)[N:7]([CH3:22])[C:8](=[O:18])[CH2:9][N:10]=[C:11]2[c:12]1[cH:13][cH:14][cH:15][cH:16][cH:17]1. Starting materials: CO, Cl, CCCCCNc1nc(N)nc(C)c1CCCNC(=O)Cc1ccc(CC(=O)O)cc1, C1COCCO1. Yields the product CCCCCNc1nc(N)nc(C)c1CCCNC(=O)Cc1ccc(CC(=O)OC)cc1. As a reaction SMILES: [CH3:33][OH:34].[ClH:32].[NH2:1][c:2]1[n:3][c:4]([NH:26][CH2:27][CH2:28][CH2:29][CH2:30][CH3:31])[c:5]([CH2:9][CH2:10][CH2:11][NH:12][C:13]([CH2:14][c:15]2[cH:16][cH:17][c:18]([CH2:21][C:22](=[O:23])[OH:24])[cH:19][cH:20]2)=[O:25])[c:6]([CH3:8])[n:7]1.[O:35]1[CH2:36][CH2:37][O:38][CH2:39][CH2:40]1>>[NH2:1][c:2]1[n:3][c:4]([NH:26][CH2:27][CH2:28][CH2:29][CH2:30][CH3:31])[c:5]([CH2:9][CH2:10][CH2:11][NH:12][C:13]([CH2:14][c:15]2[cH:16][cH:17][c:18]([CH2:21][C:22](=[O:23])[O:24][CH3:33])[cH:19][cH:20]2)=[O:25])[c:6]([CH3:8])[n:7]1. Reactants: NC(=O)c1cc(C(=O)CN(Cc2ccccc2)Cc2ccccc2)ccc1O, CCC(C)=O, ClCCCCOC1CCCCO1, [Na]. Product: NC(=O)c1cc(C(=O)CN(Cc2ccccc2)Cc2ccccc2)ccc1OCCCCOC1CCCCO1. As a reaction SMILES: [CH2:1]([c:2]1[cH:3][cH:4][cH:5][cH:6][cH:7]1)[N:8]([CH2:9][C:10](=[O:11])[c:12]1[cH:13][cH:14][c:15]([OH:21])[c:16]([C:17](=[O:18])[NH2:19])[cH:20]1)[CH2:22][c:23]1[cH:24][cH:25][cH:26][cH:27][cH:28]1.[CH3:42][C:43](=[O:44])[CH2:45][CH3:46].[Cl:30][CH2:31][CH2:32][CH2:33][CH2:34][O:35][CH:36]1[O:37][CH2:38][CH2:39][CH2:40][CH2:41]1.[Na:29]>>[CH2:1]([c:2]1[cH:3][cH:4][cH:5][cH:6][cH:7]1)[N:8]([CH2:9][C:10](=[O:11])[c:12]1[cH:13][cH:14][c:15]([O:21][CH2:31][CH2:32][CH2:33][CH2:34][O:35][CH:36]2[O:37][CH2:38][CH2:39][CH2:40][CH2:41]2)[c:16]([C:17](=[O:18])[NH2:19])[cH:20]1)[CH2:22][c:23]1[cH:24][cH:25][cH:26][cH:27][cH:28]1. Reactants: O=C([O-])O, Cc1ccsc1C=CC(=O)O, CC1(c2cccc(NS(C)(=O)=O)c2)C2CNCC21, CN(C)C=O, Cl, [Na+], O, On1nnc2ccccc21. Product: Cc1ccsc1C=CC(=O)N1CC2C(C1)C2(C)c1cccc(NS(C)(=O)=O)c1. As a reaction SMILES: [C:42](=[O:43])([O-:44])[OH:45].[CH3:1][c:2]1[c:3]([CH:7]=[CH:8][C:9](=[O:10])[OH:11])[s:4][cH:5][cH:6]1.[CH3:24][C:25]1([c:31]2[cH:32][c:33]([NH:37][S:38](=[O:39])(=[O:40])[CH3:41])[cH:34][cH:35][cH:36]2)[CH:26]2[CH2:27][NH:28][CH2:29][CH:30]12.[CH3:47][N:48]([CH3:49])[CH:50]=[O:51].[ClH:23].[Na+:46].[OH2:12].[OH:13][n:14]1[c:15]2[cH:16][cH:17][cH:18][cH:19][c:20]2[n:21][n:22]1>>[CH3:1][c:2]1[c:3]([CH:7]=[CH:8][C:9](=[O:11])[N:28]2[CH2:27][CH:26]3[C:25]([CH3:24])([c:31]4[cH:32][c:33]([NH:37][S:38](=[O:39])(=[O:40])[CH3:41])[cH:34][cH:35][cH:36]4)[CH:30]3[CH2:29]2)[s:4][cH:5][cH:6]1. Starting materials: O=C(O)c1cccc(Br)n1, OB(O)C1=CCCCC1, O=C([O-])[O-], [K+], [K+], O. Yields the product O=C(O)c1cccc(C2=CCCCC2)n1. Reaction SMILES: [Br:1][c:2]1[cH:3][cH:4][cH:5][c:6]([C:8](=[O:9])[OH:10])[n:7]1.[C:11]1([B:17]([OH:18])[OH:19])=[CH:12][CH2:13][CH2:14][CH2:15][CH2:16]1.[C:20](=[O:21])([O-:22])[O-:23].[K+:24].[K+:25].[OH2:26]>>[c:2]1([C:11]2=[CH:12][CH2:13][CH2:14][CH2:15][CH2:16]2)[cH:3][cH:4][cH:5][c:6]([C:8](=[O:9])[OH:10])[n:7]1. Starting materials: CS(=O)(=O)OCC1=CC2=NC=C(C=C2S1)C(F)(F)F ([6-(trifluoromethyl)thieno[3,2-b]pyridin-2-yl]methyl methanesulfonate), N1(CCNCC1)C1=CC=C(C=C1)O (4-(1-piperazinyl)phenol). Run at time 72 hour. Yields the product FC(C=1C=C2C(=NC1)C=C(S2)CN2CCN(CC2)C2=CC=C(C=C2)O)(F)F (4-(4-{[6-(trifluoromethyl)thieno[3,2-b]pyridin-2-yl]methyl}-1-piperazinyl)phenol). Solvent: CS(=O)C (DMSO). RXN SMILES: CS(O[CH2:6][C:7]1[S:15][C:14]2[C:9](=[N:10][CH:11]=[C:12]([C:16]([F:19])([F:18])[F:17])[CH:13]=2)[CH:8]=1)(=O)=O.[N:20]1([C:26]2[CH:31]=[CH:30][C:29]([OH:32])=[CH:28][CH:27]=2)[CH2:25][CH2:24][NH:23][CH2:22][CH2:21]1>CS(C)=O>[F:17][C:16]([F:19])([F:18])[C:12]1[CH:13]=[C:14]2[S:15][C:7]([CH2:6][N:23]3[CH2:22][CH2:21][N:20]([C:26]4[CH:27]=[CH:28][C:29]([OH:32])=[CH:30][CH:31]=4)[CH2:25][CH2:24]3)=[CH:8][C:9]2=[N:10][CH:11]=1. Procedure: The solution from Example 25C (2 mL) was treated with 4-(1-piperazinyl)phenol (178 mg) in DMSO (1 mL). After 72 hours, the mixture was concentrated under a stream of nitrogen gas and the residue recrystallized from DMSO:methanol (1:1) to provide the title compound. 1H NMR (CDCl3, 300 MHz) δ 2.81 (4H, t, J=4.8 Hz), 3.18 (4H, J=4.8 Hz), 3.95 (s, 2H), 6.78 (2H, d, J=9 Hz), 6.90 (2H, J=9 Hz), 7.48 (1H, s), 8.38 (1H, m), 8.80 (1H, m). MS (DCI/NH3) m/z 394 (M+H)+. Anal. Calcd for C19H18N3F3OS: C, 56.7...